Dataset: the Open Reaction Database (ORD), a public repository of structured organic reaction records. Task: describe an organic reaction: reactants, conditions, products, and yield Reactants: N#Cc1cc(B(O)O)ccc1F, CCOCC, Cc1ccccc1, Fc1cc(F)cc(CBr)c1, [K+], [K+], [K+], O=P([O-])([O-])[O-], c1ccc(P(c2ccccc2)(c2ccccc2)[Pd](P(c2ccccc2)(c2ccccc2)c2ccccc2)(P(c2ccccc2)(c2ccccc2)c2ccccc2)P(c2ccccc2)(c2ccccc2)c2ccccc2)cc1. The product is N#Cc1cc(Cc2cc(F)cc(F)c2)ccc1F. Reaction SMILES: [C:1](#[N:2])[c:3]1[cH:4][c:5]([B:10]([OH:11])[OH:12])[cH:6][cH:7][c:8]1[F:9].[CH2:115]([O:116][CH2:117][CH3:118])[CH3:119].[CH3:21][c:22]1[cH:23][cH:24][cH:25][cH:26][cH:27]1.[F:28][c:29]1[cH:30][c:31]([CH2:32][Br:33])[cH:34][c:35]([F:37])[cH:36]1.[K+:18].[K+:19].[K+:20].[P:13]([O-:14])([O-:15])([O-:16])=[O:17].[cH:38]1[cH:39][cH:40][c:41]([P:42]([Pd:43]([P:44]([c:45]2[cH:46][cH:47][cH:48][cH:49][cH:50]2)([c:51]2[cH:52][cH:53][cH:54][cH:55][cH:56]2)[c:57]2[cH:58][cH:59][cH:60][cH:61][cH:62]2)([P:63]([c:64]2[cH:65][cH:66][cH:67][cH:68][cH:69]2)([c:70]2[cH:71][cH:72][cH:73][cH:74][cH:75]2)[c:76]2[cH:77][cH:78][cH:79][cH:80][cH:81]2)[P:82]([c:83]2[cH:84][cH:85][cH:86][cH:87][cH:88]2)([c:89]2[cH:90][cH:91][cH:92][cH:93][cH:94]2)[c:95]2[cH:96][cH:97][cH:98][cH:99][cH:100]2)([c:101]2[cH:102][cH:103][cH:104][cH:105][cH:106]2)[c:107]2[cH:108][cH:109][cH:110][cH:111][cH:112]2)[cH:113][cH:114]1>>[C:1](#[N:2])[c:3]1[cH:4][c:5]([CH2:32][c:31]2[cH:30][c:29]([F:28])[cH:36][c:35]([F:37])[cH:34]2)[cH:6][cH:7][c:8]1[F:9]. Reactants: COC(C1=CC=C(C=C1)OCCBr)=O (4-(2-Bromo-ethoxy)-benzoic acid methyl ester), CC1=C(NC2=CC=C(C=C12)C#N)C=1C=NC=CC1 (3-methyl-2-pyridin-3-yl-1H-indole-5-carbonitrile). Yields the product COC(C1=CC=C(C=C1)OCCN1C(=C(C2=CC(=CC=C12)C#N)C)C=1C=NC=CC1)=O (4-[2-(5-cyano-3-methyl-2-pyridin-3-yl-indol-1-yl)-ethoxy]-benzoic acid methyl ester). RXN SMILES: [CH3:1][O:2][C:3](=[O:14])[C:4]1[CH:9]=[CH:8][C:7]([O:10][CH2:11][CH2:12]Br)=[CH:6][CH:5]=1.[CH3:15][C:16]1[C:24]2[C:19](=[CH:20][CH:21]=[C:22]([C:25]#[N:26])[CH:23]=2)[NH:18][C:17]=1[C:27]1[CH:28]=[N:29][CH:30]=[CH:31][CH:32]=1>>[CH3:1][O:2][C:3](=[O:14])[C:4]1[CH:9]=[CH:8][C:7]([O:10][CH2:11][CH2:12][N:18]2[C:19]3[C:24](=[CH:23][C:22]([C:25]#[N:26])=[CH:21][CH:20]=3)[C:16]([CH3:15])=[C:17]2[C:27]2[CH:28]=[N:29][CH:30]=[CH:31][CH:32]=2)=[CH:6][CH:5]=1. Reported procedure: 4-(2-Bromo-ethoxy)-benzoic acid methyl ester and 5-cyano-3-methyl-2-pyridin-3-yl-indol-1-yl (Example 6) are processed according to the method described in Example 59 to give 4-[2-(5-cyano-3-methyl-2-pyridin-3-yl-indol-1-yl)-ethoxy]-benzoic acid methyl ester. 1H NMR (400 MHz, MeOD) δ ppm 2.28 (s, 3H), 3.87 (s, 3H), 4.24 (t, J=5.1 Hz, 2H), 4.61 (t, J=5.1 Hz, 2H), 6.73-6.79 (m, 2H), 7.58 (dd, J=8.5, 1.6 Hz, 1H), 7.66 (ddd, J=7.9, 5.0, 0.8 Hz, 1H), 7.77 (dd, J=8.6, 0.5 Hz, 1H), 7.85-7.88 (m, 1H), 7.... The reactants are FC(C(=O)N1CCC2=C(C(C1)C)C=C(C(=C2)OCC=C)I)(F)F (N-trifluoroacetyl-7-allyloxy-8-iodo-1-methyl-2,3,4,5-tetrahydro-1H-3-benzazepine), [OH-].[Na+] (NaOH). The solvent is O (water), CO (methanol). Conditions: time 8 hour. Yields the product C(C=C)OC1=CC2=C(C(CNCC2)C)C=C1I (7-Allyloxy-8-iodo-1-methyl-2,3,4,5-tetrahydro-1H-3-benzazepine). The yield is 90.4%. As a reaction SMILES: FC(F)(F)C([N:5]1[CH2:11][CH:10]([CH3:12])[C:9]2[CH:13]=[C:14]([I:21])[C:15]([O:17][CH2:18][CH:19]=[CH2:20])=[CH:16][C:8]=2[CH2:7][CH2:6]1)=O.[OH-].[Na+]>CO.O>[CH2:18]([O:17][C:15]1[C:14]([I:21])=[CH:13][C:9]2[CH:10]([CH3:12])[CH2:11][NH:5][CH2:6][CH2:7][C:8]=2[CH:16]=1)[CH:19]=[CH2:20] |f:1.2|. Procedure: A solution of N-trifluoroacetyl-7-allyloxy-8-iodo-1-methyl-2,3,4,5-tetrahydro-1H-3-benzazepine (23 mg, 0.058 mmol) in methanol (2 mL) was treated with 15% aqueous NaOH (2 mL), and stirred overnight at 20 C. The product mixture was diluted with water (5 mL), extracted twice with EtOAc (5 mL), the combined organic phases were washed with brine (5 mL), dried with Na2SO4 and concentrated to give 18 mg of a white solid. MS calculated for C14H18INO+H: 344, observed: 344. Reactants: NC1=NC=C(C=C1)C(F)(F)F (2-amino-5-trifluoromethylpyridine), ClN1C(N(C(N(C1=O)Cl)=O)Cl)=O (trichloroisocyanuric acid), [OH-].[Na+] (sodium hydroxide), ClNC1=NC=C(C=C1)C(F)(F)F (2-chloroamino-5-trifluoromethylpyridine). Run in C1(=CC=CC=C1)C (toluene). Reaction conditions: time 3 hour. Product: NC1=NC=C(C=C1Cl)C(F)(F)F (2-amino-3-chloro- 5-trifluoromethylpyridine). The yield is 208.2%. As a reaction SMILES: [NH2:1][C:2]1[CH:7]=[CH:6][C:5]([C:8]([F:11])([F:10])[F:9])=[CH:4][N:3]=1.[Cl:12]N1C(=O)N(Cl)C(=O)N(Cl)C1=O.ClNC1C=CC(C(F)(F)F)=CN=1.[OH-].[Na+]>C1(C)C=CC=CC=1>[NH2:1][C:2]1[C:7]([Cl:12])=[CH:6][C:5]([C:8]([F:9])([F:11])[F:10])=[CH:4][N:3]=1 |f:3.4|. Procedure details: Into the same 300 ml four-necked flask as used in Example 1, 16.2 g (0.1 mol) of 2-amino-5-trifluoromethylpyridine prepared in the same manner as in step (1) of Example 1, 10.1 g (0.043 mol) of trichloroisocyanuric acid and 150 g of toluene were added, and the reaction was conducted at 110° C. for 3 hours under heating with stirring. During the reaction, formation of 2-chloroamino-5-trifluoromethylpyridine was confirmed. After completion of the reaction, the reaction mixture was cooled to room t...